describe an organic reaction: reactants, conditions, products, and yield From a dataset of the Open Reaction Database (ORD), a public repository of structured organic reaction records. Reactants: [OH-].[Na+] (NaOH), CNC=1C(=NC(=NC1)SC)OC1=C(C=CC=C1)C (methyl-(2-methylsulfanyl-4-o-tolyloxy-pyrimidin-5-yl)-amine), C(C)N(C(C)C)C(C)C (N-ethyldiisopropylamine), FC(C=1C=C(C=C(C1)C(F)(F)F)C(C(=O)Cl)(C)C)(F)F (2-(3,5-bis-trifluormethyl-phenyl)-2-methyl-propionyl chloride). Run in C(Cl)Cl (CH2Cl2), C(Cl)Cl (CH2Cl2). Reaction conditions: time 12 hour. The product is FC(C=1C=C(C=C(C1)C(F)(F)F)C(C(=O)N(C=1C(=NC(=NC1)SC)OC1=C(C=CC=C1)C)C)(C)C)(F)F (2-(3,5-bis-trifluoromethyl-phenyl)-N-methyl-N-(2-methylsulfanyl-4-o-tolyloxy-pyrimidin-5-yl)-isobutyramide). Isolated yield 65.6%. As a reaction SMILES: [CH3:1][NH:2][C:3]1[C:4]([O:11][C:12]2[CH:17]=[CH:16][CH:15]=[CH:14][C:13]=2[CH3:18])=[N:5][C:6]([S:9][CH3:10])=[N:7][CH:8]=1.C(N(C(C)C)C(C)C)C.[F:28][C:29]([F:47])([F:46])[C:30]1[CH:31]=[C:32]([C:40]([CH3:45])([CH3:44])[C:41](Cl)=[O:42])[CH:33]=[C:34]([C:36]([F:39])([F:38])[F:37])[CH:35]=1.[OH-].[Na+]>C(Cl)Cl>[F:28][C:29]([F:47])([F:46])[C:30]1[CH:31]=[C:32]([C:40]([CH3:45])([CH3:44])[C:41]([N:2]([CH3:1])[C:3]2[C:4]([O:11][C:12]3[CH:17]=[CH:16][CH:15]=[CH:14][C:13]=3[CH3:18])=[N:5][C:6]([S:9][CH3:10])=[N:7][CH:8]=2)=[O:42])[CH:33]=[C:34]([C:36]([F:39])([F:38])[F:37])[CH:35]=1 |f:3.4|. Reported procedure: To a solution of 1.10 g (4.21 mol) methyl-(2-methylsulfanyl-4-o-tolyloxy-pyrimidin-5-yl)-amine and 1.44 ml (8.42 mmol) N-ethyldiisopropylamine in 30 ml CH2Cl2 a solution of 1.87 g (5.89 mmol) 2-(3,5-bis-trifluormethyl-phenyl)-2-methyl-propionyl chloride in 5 ml CH2Cl2 was added and the reaction mixture stirred for 12 hrs at RT. The reaction mixture was poured into 50 ml 0.5 N NaOH-solution. The phases were separated and the aqueous phase three times extracted with 80 ml CH2Cl2. The combined orga...